Dataset: the Open Reaction Database (ORD), a public repository of structured organic reaction records. Task: describe an organic reaction: reactants, conditions, products, and yield Reactants: C(C)C=1NC2=CC=CC=C2C1C=O (2-Ethylindole-3-carbaldehyde), S1C(NC(C1)=O)=O (thiazolidine-2,4-dione). Yields the product C(C)C=1NC2=CC=CC=C2C1C=C1C(NC(S1)=O)=O (5-(2-Ethylindol-3-ylmethylene)thiazolidine-2,4-dione). As a reaction SMILES: [CH2:1]([C:3]1[NH:4][C:5]2[C:10]([C:11]=1[CH:12]=O)=[CH:9][CH:8]=[CH:7][CH:6]=2)[CH3:2].[S:14]1[CH2:18][C:17](=[O:19])[NH:16][C:15]1=[O:20]>>[CH2:1]([C:3]1[NH:4][C:5]2[C:10]([C:11]=1[CH:12]=[C:18]1[S:14][C:15](=[O:20])[NH:16][C:17]1=[O:19])=[CH:9][CH:8]=[CH:7][CH:6]=2)[CH3:2]. Procedure details: 2-Ethylindole-3-carbaldehyde (170 mg) was treated with thiazolidine-2,4-dione using the general procedure (C) to afford the title compound (50 mg). Reactants: C(C1=CC=CC=C1)N1C=NC=2N=CNC(C12)=O (7-benzyl-1,7-dihydropurin-6-one), ClN1C(CCC1=O)=O (N-chlorosuccinimide). The solvent is CN(C=O)C (N,N-dimethylformamide), C(C)(=O)OCC (ethyl acetate). Reaction conditions: time 8 hour. The product is C(C1=CC=CC=C1)N1C(=NC=2N=CNC(C12)=O)Cl (7-benzyl-8-chloro-1,7-dihydropurin-6-one). Isolated yield 41.5%. As a reaction SMILES: [CH2:1]([N:8]1[C:16]2[C:15](=[O:17])[NH:14][CH:13]=[N:12][C:11]=2[N:10]=[CH:9]1)[C:2]1[CH:7]=[CH:6][CH:5]=[CH:4][CH:3]=1.[Cl:18]N1C(=O)CCC1=O>CN(C)C=O.C(OCC)(=O)C>[CH2:1]([N:8]1[C:16]2[C:15](=[O:17])[NH:14][CH:13]=[N:12][C:11]=2[N:10]=[C:9]1[Cl:18])[C:2]1[CH:7]=[CH:6][CH:5]=[CH:4][CH:3]=1. Procedure details: 12.748 g of 7-benzyl-1,7-dihydropurin-6-one was dissolved in 150 ml of N,N-dimethylformamide, and 7.9 g of N-chlorosuccinimide was added thereto. The reaction solution was stirred overnight, and then diluted with ethyl acetate. The solution was washed with water and 1N hydrochloric acid, and dried over anhydrous magnesium sulfate. The solution was filtered, and the filtrate was concentrated to give 6.103 g of 7-benzyl-8-chloro-1,7-dihydropurin-6-one. This compound was combined with 20 g of t-but...